Dataset: the Open Reaction Database (ORD), a public repository of structured organic reaction records. Task: describe an organic reaction: reactants, conditions, products, and yield Starting materials: C1CCCC2CC3CC=CC=C3C=C12 (octahydroanthracene). The solvent is [H][H] (hydrogen). Reaction conditions: temperature 480 celsius. Product: C1=CC=CC2=CC3=CC=CC=C3C=C12 (anthracene). Yield: 101.0%. Reaction SMILES: [CH2:1]1[C:14]2[CH:5]([CH2:6][CH:7]3[C:12]([CH:13]=2)=[CH:11][CH:10]=[CH:9][CH2:8]3)[CH2:4][CH2:3][CH2:2]1>[H][H]>[CH:4]1[C:5]2[C:14](=[CH:13][C:12]3[C:7]([CH:6]=2)=[CH:8][CH:9]=[CH:10][CH:11]=3)[CH:1]=[CH:2][CH:3]=1. Reported procedure: In the dehydrogenation apparatus described in Example 2 the preheating zone was heated to a temperature of 480° C. and the reaction and afterheat zone were heated to a temperature of 520° C. 400 ml molten sym.-octahydroanthracene (385 g) of Example 3 were added drop by drop per hour from a drip funnel heated to 95° C. At the same time about 4 liter hydrogen per hour were added as a carrier gas. 372 g of raw anthracene were obtained per hour, which contained as impurities 1.8 percent 9,10-dihydro... Starting materials: [BH4-].[Na+] (Sodium borohydride), [N+](=O)([O-])C=1C=NC2=CC=CC=C2C1N[C@@H](CCNC(OCC1=CC=CC=C1)=O)C (benzyl (3R)-3-[(3-nitroquinolin-4-yl)amino]butylcarbamate), [BH4-].[Na+] (sodium borohydride). The reagents and catalysts are O.O.O.O.O.O.[Ni](Cl)Cl (nickel (II) chloride hexahydrate). The solvent is CO (methanol), CO.ClCCl (methanol dichloromethane). Run at time 5 minute. Product: NC=1C=NC2=CC=CC=C2C1N[C@@H](CCNC(OCC1=CC=CC=C1)=O)C (benzyl (3R)-3-[(3-aminoquinolin-4-yl)amino]butylcarbamate). Yield: 93.7%. Reaction SMILES: [BH4-].[Na+].[N+:3]([C:6]1[CH:7]=[N:8][C:9]2[C:14]([C:15]=1[NH:16][C@H:17]([CH3:31])[CH2:18][CH2:19][NH:20][C:21](=[O:30])[O:22][CH2:23][C:24]1[CH:29]=[CH:28][CH:27]=[CH:26][CH:25]=1)=[CH:13][CH:12]=[CH:11][CH:10]=2)([O-])=O>CO.CO.ClCCl.O.O.O.O.O.O.[Ni](Cl)Cl>[NH2:3][C:6]1[CH:7]=[N:8][C:9]2[C:14]([C:15]=1[NH:16][C@H:17]([CH3:31])[CH2:18][CH2:19][NH:20][C:21](=[O:30])[O:22][CH2:23][C:24]1[CH:29]=[CH:28][CH:27]=[CH:26][CH:25]=1)=[CH:13][CH:12]=[CH:11][CH:10]=2 |f:0.1,4.5,6.7.8.9.10.11.12|. Reported procedure: Sodium borohydride (110 mg, 2.8 mmol) was added to a solution of nickel (II) chloride hexahydrate (330 mg, 1.4 mmol) in 10 mL of methanol. A solution of benzyl (3R)-3-[(3-nitroquinolin-4-yl)amino]butylcarbamate (1.11 g, 2.81 mmol) in 20 mL of 1:1 methanol/dichloromethane was added, and the resulting dark mixture was stirred for 5 minutes at room temperature. Additional sodium borohydride was added in small portions until the reaction solution become colorless. The mixture was filtered through a ... The reactants are ClCCNC(=O)N(C1[C@H](O)[C@@H](O)[C@H](O)[C@H](O1)CO)CCC (1-(2-chloroethyl)-3-n-propyl-3-D-glucopyranosylurea), C([O-])([O-])=O.[Na+].[Na+] (sodium carbonate), [N+](=O)([N+](=O)[O-])[O-] (nitrogen tetroxide). Run in O1CCCC1 (tetrahydrofuran), C(Cl)Cl (methylene chloride). The product is ClCCN(C(=O)N(C1[C@H](O)[C@@H](O)[C@H](O)[C@H](O1)CO)CCC)N=O (1-(2-chloroethyl)-1-nitroso-3-n-propyl-3-D-glucopyranosylurea). Yield: 72.4%. RXN SMILES: [Cl:1][CH2:2][CH2:3][NH:4][C:5]([N:7]([CH2:19][CH2:20][CH3:21])[CH:8]1[O:16][C@H:15]([CH2:17][OH:18])[C@@H:13]([OH:14])[C@H:11]([OH:12])[C@H:9]1[OH:10])=[O:6].C(=O)([O-])[O-].[Na+].[Na+].[N+:28]([O-])([N+]([O-])=O)=[O:29]>O1CCCC1.C(Cl)Cl>[Cl:1][CH2:2][CH2:3][N:4]([N:28]=[O:29])[C:5]([N:7]([CH2:19][CH2:20][CH3:21])[CH:8]1[O:16][C@H:15]([CH2:17][OH:18])[C@@H:13]([OH:14])[C@H:11]([OH:12])[C@H:9]1[OH:10])=[O:6] |f:1.2.3|. Reported procedure: 3.3 g of 1-(2-chloroethyl)-3-n-propyl-3-D-glucopyranosylurea are dissolved in a mixture of 60 ml of tetrahydrofuran and 60 ml of methylene chloride, and 15 g of sodium carbonate anhydrate are added thereto. 5 g of nitrogen tetroxide gas are introduced into the mixture for 10 minutes under ice-cooling. The mixture is treated in the same manner as described in Example 2. 2.6 g of 1-(2-chloroethyl)-1-nitroso-3-n-propyl-3-D-glucopyranosylurea are thereby obtained as yellow caramel. Reactants: CC1=C(C(=NO1)C1=CC=CC=C1)C(=O)NN (5-methyl-3-phenyl-isoxazole-4-carboxylic acid hydrazide), [N+](=O)([O-])C1=C(C(=O)O)C=CC=C1 (2-nitro-benzoic acid). Product: CC1=C(C(=NO1)C1=CC=CC=C1)C=1OC(=NN1)C1=C(C=CC=C1)[N+](=O)[O-] (2-(5-Methyl-3-phenyl-isoxazol-4-yl)-5-(2-nitro-phenyl)-[1,3,4]oxadiazole). Isolated yield 79.0%. RXN SMILES: [CH3:1][C:2]1[O:6][N:5]=[C:4]([C:7]2[CH:12]=[CH:11][CH:10]=[CH:9][CH:8]=2)[C:3]=1[C:13]([NH:15][NH2:16])=[O:14].[N+:17]([C:20]1[CH:28]=[CH:27][CH:26]=[CH:25][C:21]=1[C:22](O)=O)([O-:19])=[O:18]>>[CH3:1][C:2]1[O:6][N:5]=[C:4]([C:7]2[CH:12]=[CH:11][CH:10]=[CH:9][CH:8]=2)[C:3]=1[C:13]1[O:14][C:22]([C:21]2[CH:25]=[CH:26][CH:27]=[CH:28][C:20]=2[N+:17]([O-:19])=[O:18])=[N:16][N:15]=1. Procedure details: As described for example 2, 5-methyl-3-phenyl-isoxazole-4-carboxylic acid hydrazide (2.00 g, 9.12 mmol) was converted using 2-nitro-benzoic acid instead of o-toluic acid to the title compound (2.52 g, 79%) which was obtained as a light-brown solid. MS: m/e=349.1 [M+H]+. As a reaction SMILES: [NH2:1][C:2]1[C:3]([F:11])=[C:4]([CH:8]=[CH:9][CH:10]=1)[C:5](O)=[O:6].[H-].[H-].[H-].[H-].[Li+].[Al+3]>C1COCC1.CCOC(C)=O>[NH2:1][C:2]1[C:3]([F:11])=[C:4]([CH2:5][OH:6])[CH:8]=[CH:9][CH:10]=1 |f:1.2.3.4.5.6|. The solvent is C1CCOC1 (THF), CCOC(=O)C (EtOAc). Procedure details: 3-amino-2-fluorobenzoic acid (APIN, 250 mg, 1.612 mmol) was dissolved in 10 mL of anhydrous THF under N2 atmosphere. Solution was cooled at 0° C. in an ice-water bath. LiAlH4 (FLUKA, 183 mg, 4.83 mmol) was added. Reaction was stirred under nitrogen at room temperature. After 2 h one equivalent of LiAlH4 (FLUKA, 61 mg, 1.62 mmol) was added to the mixture and reaction was stirred at room temperature overnight. Another equivalent of LiAlH4 (FLUKA, 61 mg, 1.62 mmol) was added. After 5 h The reaction... Run at temperature 0 celsius. The reactants are [H-].[H-].[H-].[H-].[Li+].[Al+3] (LiAlH4), [H-].[H-].[H-].[H-].[Li+].[Al+3] (LiAlH4), NC=1C(=C(C(=O)O)C=CC1)F (3-amino-2-fluorobenzoic acid), [H-].[H-].[H-].[H-].[Li+].[Al+3] (LiAlH4). The product is NC=1C(=C(C=CC1)CO)F ((3-amino-2-fluorophenyl)methanol). Yield: 50.1%. Starting materials: O=C(O)c1ccc(Cl)c(Br)c1, Cc1ccccc1, O=C(Cl)C(=O)Cl, ClCCl, CN(C)C=O. Product: NC(=O)c1ccc(Cl)c(Br)c1. As a reaction SMILES: [Br:1][c:2]1[cH:3][c:4]([C:5](=[O:6])[OH:7])[cH:8][cH:9][c:10]1[Cl:11].[CH3:23][c:24]1[cH:25][cH:26][cH:27][cH:28][cH:29]1.[Cl:12][C:13]([C:14]([Cl:15])=[O:16])=[O:17].[Cl:30][CH2:31][Cl:32].[O:18]=[CH:19][N:20]([CH3:21])[CH3:22]>>[Br:1][c:2]1[cH:3][c:4]([C:5](=[O:6])[NH2:20])[cH:8][cH:9][c:10]1[Cl:11].